Dataset: the Open Reaction Database (ORD), a public repository of structured organic reaction records. Task: describe an organic reaction: reactants, conditions, products, and yield Starting materials: BrCc1ccccc1, C1CCOC1, [Li]CCCC, Cc1ccco1, [Cl-], [NH4+]. The product is Cc1ccc(Cc2ccccc2)o1. As a reaction SMILES: [Br:12][CH2:13][c:14]1[cH:15][cH:16][cH:17][cH:18][cH:19]1.[CH2:22]1[O:23][CH2:24][CH2:25][CH2:26]1.[CH3:1][CH2:2][CH2:3][CH2:4][Li:5].[CH3:6][c:7]1[o:8][cH:9][cH:10][cH:11]1.[Cl-:20].[NH4+:21]>>[CH3:6][c:7]1[o:8][c:9]([CH2:13][c:14]2[cH:15][cH:16][cH:17][cH:18][cH:19]2)[cH:10][cH:11]1. Starting materials: NC1=C(C=C(C=C1)O[Si](C)(C)C(C)(C)C)C(=O)C1=CC(=CC=C1)C ((2-amino-5-{[tert-butyl(dimethyl)silyl]oxy}phenyl)(3-methylphenyl)methanone), CC(CC(CC#N)=O)C (5-methyl-3-oxohexanenitrile), CS(=O)(=O)O (methanesulfonic acid). The solvent is C1(=CC=CC=C1)C (toluene). The product is OC=1C=C2C(=C(C(=NC2=CC1)CC(C)C)C#N)C1=CC(=CC=C1)C (6-hydroxy-2-isobutyl-4-(3-methylphenyl)quinoline-3-carbonitrile). Isolated yield 56.3%. RXN SMILES: [NH2:1][C:2]1[CH:7]=[CH:6][C:5]([O:8][Si](C(C)(C)C)(C)C)=[CH:4][C:3]=1[C:16]([C:18]1[CH:23]=[CH:22][CH:21]=[C:20]([CH3:24])[CH:19]=1)=O.[CH3:25][CH:26]([CH3:33])[CH2:27][C:28](=O)[CH2:29][C:30]#[N:31].CS(O)(=O)=O>C1(C)C=CC=CC=1>[OH:8][C:5]1[CH:4]=[C:3]2[C:2](=[CH:7][CH:6]=1)[N:1]=[C:28]([CH2:27][CH:26]([CH3:33])[CH3:25])[C:29]([C:30]#[N:31])=[C:16]2[C:18]1[CH:23]=[CH:22][CH:21]=[C:20]([CH3:24])[CH:19]=1. Procedure: To a solution of 2-amino-5-{[tert-butyl(dimethyl)silyl]oxy}-N-methoxy-N-methylbenzamide (2.0 g, 6.4 mmol) in diethyl ether (50 ml) was added dropwise 1.0 M solution of m-tolylmagnesium bromide in tetrahydrofuran (30 ml, 30 mmol) under ice-cooling over 30 min. Ice water (250 g) was added to the reaction mixture and the mixture was extracted with ethyl acetate. The extract was washed with saturated brine, dried over anhydrous magnesium sulfate and concentrated under reduced pressure. The residue w... Starting materials: CNC, CCN(C(C)C)C(C)C, Cl, CC(=O)OCC1OC(n2cnc3c(Cl)nc(N)nc32)C(OC(C)=O)C1OC(C)=O, O, c1ccncc1. Yields the product CC(=O)OCC1OC(n2cnc3c(N(C)C)nc(N)nc32)C(OC(C)=O)C1OC(C)=O. As a reaction SMILES: [CH3:31][NH:32][CH3:33].[CH:34]([N:35]([CH:36]([CH3:37])[CH3:38])[CH2:39][CH3:40])([CH3:41])[CH3:42].[ClH:30].[NH2:1][c:2]1[n:3][c:4]([Cl:29])[c:5]2[n:6][cH:7][n:8]([CH:11]3[CH:12]([O:13][C:14]([CH3:15])=[O:16])[CH:17]([O:18][C:19]([CH3:20])=[O:21])[CH:22]([CH2:24][O:25][C:26]([CH3:27])=[O:28])[O:23]3)[c:9]2[n:10]1.[OH2:43].[cH:44]1[cH:45][cH:46][n:47][cH:48][cH:49]1>>[NH2:1][c:2]1[n:3][c:4]([N:32]([CH3:31])[CH3:33])[c:5]2[n:6][cH:7][n:8]([CH:11]3[CH:12]([O:13][C:14]([CH3:15])=[O:16])[CH:17]([O:18][C:19]([CH3:20])=[O:21])[CH:22]([CH2:24][O:25][C:26]([CH3:27])=[O:28])[O:23]3)[c:9]2[n:10]1. Starting materials: C(#CCCCC)C1=NC(N(C=C1)[C@H]1[C@H](OC)[C@H](OC(C2=CC=CC=C2)=O)[C@H](O1)COC(C1=CC=CC=C1)=O)=O (4-(1-Hexyn-1-yl)-1-(2-O-methyl-3,5,-di-O-benzoyl-β-D-ribofuranosyl)pyrimidin-2-one), CC(=O)C (acetone), mercuric sulfate. Solvent: O (H2O), C(C)(=O)O (acetic acid). Run at time 5 hour. Product: OC(=CC1=NC(N(C=C1)[C@H]1[C@H](OC)[C@H](OC(C2=CC=CC=C2)=O)[C@H](O1)COC(C1=CC=CC=C1)=O)=O)CCCC (4-(2-Hydroxy-1-hexen-1-yl)-1-(2-O-methyl-3,5,-di-O-benzoyl-β-D-ribofuranosyl)pyrimidin-2-one). The yield is 19.0%. Reaction SMILES: [C:1]([C:7]1[CH:12]=[CH:11][N:10]([C@@H:13]2[O:28][C@H:27]([CH2:29][O:30][C:31](=[O:38])[C:32]3[CH:37]=[CH:36][CH:35]=[CH:34][CH:33]=3)[C@@H:17]([O:18][C:19](=[O:26])[C:20]3[CH:25]=[CH:24][CH:23]=[CH:22][CH:21]=3)[C@H:14]2[O:15][CH3:16])[C:9](=[O:39])[N:8]=1)#[C:2][CH2:3][CH2:4][CH2:5][CH3:6].CC(C)=[O:42]>O.C(O)(=O)C>[OH:42][C:2]([CH2:3][CH2:4][CH2:5][CH3:6])=[CH:1][C:7]1[CH:12]=[CH:11][N:10]([C@@H:13]2[O:28][C@H:27]([CH2:29][O:30][C:31](=[O:38])[C:32]3[CH:33]=[CH:34][CH:35]=[CH:36][CH:37]=3)[C@@H:17]([O:18][C:19](=[O:26])[C:20]3[CH:25]=[CH:24][CH:23]=[CH:22][CH:21]=3)[C@H:14]2[O:15][CH3:16])[C:9](=[O:39])[N:8]=1. Procedure: 4-(1-Hexyn-1-yl)-1-(2-O-methyl-3,5,-di-O-benzoyl-β-D-ribofuranosyl)pyrimidin-2-one was dissolved in acetone (40 ml) and to this solution was added mercuric sulfate dissolved in H2O (10 ml) and acetic acid (10 ml). This solution was stirred at room temperature for 5 hours. The reaction was purified by silica gel column chromatography. Pooling of appropriate fractions and concentration gave 225 mg (19%) of the title compound. Reactants: C(C1=CC=CC=C1)N1C[C@H](CCC1)OC1=CC=C(C=C1)[N+](=O)[O-] (1-benzyl-(3S)-3-(4-nitrophenoxy)piperidine). The reagents and catalysts are [Pd] (Pd/C). Run in CO (methanol). The product is NC1=CC=C(O[C@@H]2CNCCC2)C=C1 ((3S)-3-(4-aminophenoxy)piperidine). Yield: 87.5%. As a reaction SMILES: C([N:8]1[CH2:13][CH2:12][CH2:11][C@H:10]([O:14][C:15]2[CH:20]=[CH:19][C:18]([N+:21]([O-])=O)=[CH:17][CH:16]=2)[CH2:9]1)C1C=CC=CC=1>CO.[Pd]>[NH2:21][C:18]1[CH:19]=[CH:20][C:15]([O:14][C@H:10]2[CH2:11][CH2:12][CH2:13][NH:8][CH2:9]2)=[CH:16][CH:17]=1. Reported procedure: A mixture of 1-benzyl-(3S)-3-(4-nitrophenoxy)piperidine (6.5 g) and 1.2 g of 10% Pd/C in methanol (30 mL) was subjected to hydrogenation (50 psi). When the reaction was completed, the reaction mixture was filtered. The filtrate was concentrated in vacuo, giving a yellow solid. Recrystallization in CH2Cl2/hexane afforded (3S)-3-(4-aminophenoxy)piperidine (3.5 g, 88% yield) as a white solid. The reactants are [I-].[Na+] (sodium iodide), CN1C(COCC1=O)=O (N-methyldiglycolimide), CCOC(=O)C(=C(C(=O)OCC)C(=O)OCC)C(=O)OCC (tetraethyl ethenetetracarboxylate), [I-].[Na+] (sodium iodide), O (water). The solvent is C(C)#N (acetonitrile), C(C)#N (acetonitrile). Product: C(C(C(=O)OCC)C(=O)OCC)(C(=O)OCC)C(=O)OCC (tetraethyl ethane-1,1,-2,2,-tetracarboxylate). As a reaction SMILES: [I-].[Na+].CN1C(=O)COCC1=O.[CH3:12][CH2:13][O:14][C:15]([C:17]([C:29]([O:31][CH2:32][CH3:33])=[O:30])=[C:18]([C:24]([O:26][CH2:27][CH3:28])=[O:25])[C:19]([O:21][CH2:22][CH3:23])=[O:20])=[O:16].O>C(#N)C>[CH:17]([C:29]([O:31][CH2:32][CH3:33])=[O:30])([C:15]([O:14][CH2:13][CH3:12])=[O:16])[CH:18]([C:19]([O:21][CH2:22][CH3:23])=[O:20])[C:24]([O:26][CH2:27][CH3:28])=[O:25] |f:0.1|. Procedure: Employing the apparatus and procedure described in EXAMPLE 3 above, the cathode compartment was charged with 100 milliliters of 0.3 molar sodium iodide in dry acetonitrile (dried as described in Procedure A, EXAMPLE 1 above), 2.6 grams (0.02 mole) of N-methyldiglycolimide, and 3.2 grams (0.01 mole of tetraethyl ethenetetracarboxylate and the anode compartment was charged with 30 milliliters of the 0.3 molar sodium iodide in dry acetonitrile solution. Electrolysis was conducted as described in Pr... Reactants: BrC1=C(C=CC(=C1)C(F)(F)F)N1C2=C(OCC1)C=C(C=C2)S(=O)(=O)NC2=NC=NS2 (4-(2-bromo-4-(trifluoromethyl)phenyl)-N-(1,2,4-thiadiazol-5-yl)-3,4-dihydro-2H-benzo[b][1,4]oxazine-7-sulfonamide), B1(OC(C(O1)(C)C)(C)C)C2=CCN(CC2)C(=O)OC(C)(C)C ((N-tert-butoxycarbonyl)-1,2,3,6-tetrahydropyridine-4-boronic acid pinacol ester), C(=O)([O-])[O-].[K+].[K+] (K2CO3). The reagents and catalysts are C=1C=CC(=CC1)[P](C=2C=CC=CC2)(C=3C=CC=CC3)[Pd]([P](C=4C=CC=CC4)(C=5C=CC=CC5)C=6C=CC=CC6)([P](C=7C=CC=CC7)(C=8C=CC=CC8)C=9C=CC=CC9)[P](C=1C=CC=CC1)(C=1C=CC=CC1)C=1C=CC=CC1 (tetrakis(triphenylphosphine)palladium(0)). Run in O1CCOCC1 (dioxane), O (water), O (water). Conditions: temperature 100 celsius. Yields the product S1N=CN=C1NS(=O)(=O)C=1C=CC2=C(OCCN2C2=C(C=C(C=C2)C(F)(F)F)C2=CCN(CC2)C(=O)OC(C)(C)C)C1 (tert-butyl 4-(2-(7-(N-(1,2,4-thiadiazol-5-yl)sulfamoyl)-2H-benzo[b][1,4]oxazin-4(3 H)-yl)-5-(trifluoromethyl)phenyl)-5,6-dihydropyridine-1(2 H)-carboxylate). The yield is 29.2%. As a reaction SMILES: Br[C:2]1[CH:7]=[C:6]([C:8]([F:11])([F:10])[F:9])[CH:5]=[CH:4][C:3]=1[N:12]1[CH2:17][CH2:16][O:15][C:14]2[CH:18]=[C:19]([S:22]([NH:25][C:26]3[S:30][N:29]=[CH:28][N:27]=3)(=[O:24])=[O:23])[CH:20]=[CH:21][C:13]1=2.B1([C:40]2[CH2:45][CH2:44][N:43]([C:46]([O:48][C:49]([CH3:52])([CH3:51])[CH3:50])=[O:47])[CH2:42][CH:41]=2)OC(C)(C)C(C)(C)O1.C([O-])([O-])=O.[K+].[K+]>O1CCOCC1.O.C1C=CC([P]([Pd]([P](C2C=CC=CC=2)(C2C=CC=CC=2)C2C=CC=CC=2)([P](C2C=CC=CC=2)(C2C=CC=CC=2)C2C=CC=CC=2)[P](C2C=CC=CC=2)(C2C=CC=CC=2)C2C=CC=CC=2)(C2C=CC=CC=2)C2C=CC=CC=2)=CC=1>[S:30]1[C:26]([NH:25][S:22]([C:19]2[CH:20]=[CH:21][C:13]3[N:12]([C:3]4[CH:4]=[CH:5][C:6]([C:8]([F:11])([F:10])[F:9])=[CH:7][C:2]=4[C:40]4[CH2:45][CH2:44][N:43]([C:46]([O:48][C:49]([CH3:52])([CH3:51])[CH3:50])=[O:47])[CH2:42][CH:41]=4)[CH2:17][CH2:16][O:15][C:14]=3[CH:18]=2)(=[O:24])=[O:23])=[N:27][CH:28]=[N:29]1 |f:2.3.4,^1:69,71,90,109|. Reported procedure: A microwave vial was charged with INTERMEDIATE D (0.100 g, 0.192 mmol), (N-tert-butoxycarbonyl)-1,2,3,6-tetrahydropyridine-4-boronic acid pinacol ester (Maybridge Chemicals, Cornwall, UK, 0.059 mL, 0.192 mmol), tetrakis(triphenylphosphine)palladium(0) (0.022 g, 0.019 mmol), and K2CO3 (0.133 g, 0.959 mmol). The solids were diluted with dioxane (1.279 mL) and water (0.639 mL), and the reaction was heated under microwave irradiation at 100° C. for 10 minutes (starting material remained, but moved f...